From a dataset of the Open Reaction Database (ORD), a public repository of structured organic reaction records. describe an organic reaction: reactants, conditions, products, and yield Reactants: C(C)OC(=O)C1=NC=C(C=C1)OCC=1C(=NOC1CO)C1=CC=C(C=C1)F (5-[3-(4-fluoro-phenyl)-5-hydroxymethyl-isoxazol-4-ylmethoxy]-pyridine-2-carboxylic acid ethyl ester), C1(CC1)N (cyclopropylamine). Run at time 8 hour. The product is C1(CC1)NC(=O)C1=NC=C(C=C1)OCC=1C(=NOC1CO)C1=CC=C(C=C1)F (5-[3-(4-Fluoro-phenyl)-5-hydroxymethyl-isoxazol-4-ylmethoxy]-pyridine-2-carboxylic acid cyclopropylamide). The yield is 26.0%. RXN SMILES: C([O:3][C:4]([C:6]1[CH:11]=[CH:10][C:9]([O:12][CH2:13][C:14]2[C:15]([C:21]3[CH:26]=[CH:25][C:24]([F:27])=[CH:23][CH:22]=3)=[N:16][O:17][C:18]=2[CH2:19][OH:20])=[CH:8][N:7]=1)=O)C.[CH:28]1([NH2:31])[CH2:30][CH2:29]1>>[CH:28]1([NH:31][C:4]([C:6]2[CH:11]=[CH:10][C:9]([O:12][CH2:13][C:14]3[C:15]([C:21]4[CH:22]=[CH:23][C:24]([F:27])=[CH:25][CH:26]=4)=[N:16][O:17][C:18]=3[CH2:19][OH:20])=[CH:8][N:7]=2)=[O:3])[CH2:30][CH2:29]1. Procedure details: As described for example 29e, 5-[3-(4-fluoro-phenyl)-5-hydroxymethyl-isoxazol-4-ylmethoxy]-pyridine-2-carboxylic acid ethyl ester (75 mg, 0.2 mmol) was converted, at 85° C. overnight, using cyclopropylamine instead of isopropylamine, to the title compound (20 mg, 26%), which was obtained as a colourless gum. MS: m/e=384.2 [M+H]+. Reactants: FC1=CC=C(C=C1)NC(=O)C=1C(=NC(=NC1)SCC(N)=O)C (2-carbamoylmethylsulfanyl-4-methylpyrimidine-5-carboxylic acid (4-fluorophenyl)amide), C1=CC(=CC(=C1)Cl)C(=O)OO (m-CPBA). Run in ClCCl (dichloromethane). The product is FC1=CC=C(C=C1)NC(=O)C=1C(=NC(=NC1)S(=O)CC(N)=O)C (2-Carbamoylmethylsulfinyl-4-methylpyrimidine-5-carboxylic acid (4-fluorophenyl)amide). The yield is 65.7%. As a reaction SMILES: [F:1][C:2]1[CH:7]=[CH:6][C:5]([NH:8][C:9]([C:11]2[C:12]([CH3:22])=[N:13][C:14]([S:17][CH2:18][C:19](=[O:21])[NH2:20])=[N:15][CH:16]=2)=[O:10])=[CH:4][CH:3]=1.C1C=C(Cl)C=C(C(OO)=[O:31])C=1>ClCCl>[F:1][C:2]1[CH:7]=[CH:6][C:5]([NH:8][C:9]([C:11]2[C:12]([CH3:22])=[N:13][C:14]([S:17]([CH2:18][C:19](=[O:21])[NH2:20])=[O:31])=[N:15][CH:16]=2)=[O:10])=[CH:4][CH:3]=1. Reported procedure: A solution of 2-carbamoylmethylsulfanyl-4-methylpyrimidine-5-carboxylic acid (4-fluorophenyl)amide (77 mg, 0.24 mmol) and m-CPBA (64 mg, 0.37 mmol) in 2 mL of dichloromethane was stirred at ambient temperature for 16 h. The reaction was concentrated in vacuo and chromatographed through SiO2 (5–10% methanol/dichloromethane), to afford 53 mg (66% yield) of the titled product. ApcI-MS m/z 337 (MH+). The reactants are BrCC=1N=NC(=CC1)C1=CC=CC=C1 (3-bromomethyl-6-phenylpyridazine), O (water), N(C(=O)OC(C)(C)C)C(=O)OC(C)(C)C (di-tert-butyl iminodicarboxylate), C([O-])([O-])=O.[K+].[K+] (potassium carbonate). Solvent: CN(C=O)C (N,N-dimethylformamide). Run at temperature 50 celsius, time 2 hour. Procedure details: To a solution of 3-bromomethyl-6-phenylpyridazine (120 mg, 0.482 mmol) obtained in Reference Example 2-(a) in N,N-dimethylformamide (1.57 ml) were added di-tert-butyl iminodicarboxylate (127 mg, 0.585 mmol) and potassium carbonate (134 mg, 0.970 mmol), followed by stirring at 50° C. for 2 hours. After completion of the reaction, water was added to the reaction solution, followed by extraction with ethyl acetate. The separated organic layer was dried over anhydrous sodium sulfate, and then concen... Product: C(C)(C)(C)OC(=O)N(C(=O)OC(C)(C)C)CC=1N=NC(=CC1)C1=CC=CC=C1 (3-[Bis(tert-butoxycarbony)aminomethyl]-6-phenylpyridazine). Reaction SMILES: Br[CH2:2][C:3]1[N:4]=[N:5][C:6]([C:9]2[CH:14]=[CH:13][CH:12]=[CH:11][CH:10]=2)=[CH:7][CH:8]=1.[NH:15]([C:23]([O:25][C:26]([CH3:29])([CH3:28])[CH3:27])=[O:24])[C:16]([O:18][C:19]([CH3:22])([CH3:21])[CH3:20])=[O:17].C(=O)([O-])[O-].[K+].[K+].O>CN(C)C=O>[C:26]([O:25][C:23]([N:15]([CH2:2][C:3]1[N:4]=[N:5][C:6]([C:9]2[CH:14]=[CH:13][CH:12]=[CH:11][CH:10]=2)=[CH:7][CH:8]=1)[C:16]([O:18][C:19]([CH3:22])([CH3:21])[CH3:20])=[O:17])=[O:24])([CH3:29])([CH3:28])[CH3:27] |f:2.3.4|. Isolated yield 96.9%. Reactants: [N+](=O)([O-])C1=C2C=CN=CC2=CC=C1 (5-nitro-isoquinoline), I (hydrogen iodide), NC1=C2C=CN=CC2=CC=C1 (5-amino-isoquinoline), Br (hydrogen bromide). Product: I.I.NC1=C2C=CN=CC2=CC=C1 (5-aminoisoquinoline dihydro-iodide). RXN SMILES: [N+:1]([C:4]1[CH:13]=[CH:12][CH:11]=[C:10]2[C:5]=1[CH:6]=[CH:7][N:8]=[CH:9]2)([O-])=O.NC1C=CC=C2C=1C=CN=C2.Br.[IH:26]>>[IH:26].[IH:26].[NH2:1][C:4]1[CH:13]=[CH:12][CH:11]=[C:10]2[C:5]=1[CH:6]=[CH:7][N:8]=[CH:9]2 |f:4.5.6|. Procedure details: was prepared by the procedure of Example 29 hereinabove, except that the 5-nitro-isoquinoline of that example was replaced by 5-amino-isoquinoline, and the hydrogen bromide was replaced with hydrogen iodide to yield 5-aminoisoquinoline dihydro-iodide melting over the temperature range 184°C to 193°C.